This data is from the Open Reaction Database (ORD), a public repository of structured organic reaction records. The task is: describe an organic reaction: reactants, conditions, products, and yield The reactants are Brc1nccs1, COc1ccc2c(Cc3c(Cl)cncc3Cl)nnc(Br)c2c1, CC(=O)[O-], CC(=O)[O-], C1CCOC1, Cc1ccccc1, [Cl-], N#N, [NH4+], [Pd+2], [Zn], c1ccc(P(c2ccccc2)c2ccccc2)cc1. Yields the product COc1ccc2c(Cc3c(Cl)cncc3Cl)nnc(-c3nccs3)c2c1. Reaction SMILES: [Br:3][c:4]1[s:5][cH:6][cH:7][n:8]1.[Br:9][c:10]1[n:11][n:12][c:13]([CH2:22][c:23]2[c:24]([Cl:30])[cH:25][n:26][cH:27][c:28]2[Cl:29])[c:14]2[cH:15][cH:16][c:17]([O:20][CH3:21])[cH:18][c:19]12.[C:65]([O-:66])(=[O:67])[CH3:68].[C:70]([O-:71])(=[O:72])[CH3:73].[CH2:52]1[O:53][CH2:54][CH2:55][CH2:56]1.[CH3:57][c:58]1[cH:59][cH:60][cH:61][cH:62][cH:63]1.[Cl-:50].[N:1]#[N:2].[NH4+:51].[Pd+2:69].[Zn:64].[c:31]1([P:32]([c:33]2[cH:34][cH:35][cH:36][cH:37][cH:38]2)[c:39]2[cH:40][cH:41][cH:42][cH:43][cH:44]2)[cH:45][cH:46][cH:47][cH:48][cH:49]1>>[c:4]1(-[c:10]2[n:11][n:12][c:13]([CH2:22][c:23]3[c:24]([Cl:30])[cH:25][n:26][cH:27][c:28]3[Cl:29])[c:14]3[cH:15][cH:16][c:17]([O:20][CH3:21])[cH:18][c:19]23)[s:5][cH:6][cH:7][n:8]1. Reactants: C1(CC1)C=1C=CC(=NC1OCC1CC1)C(=O)NC(C(=O)O)(CC)CC (2-(5-cyclopropyl-6-(cyclopropylmethoxy)picolinamido)-2-ethylbutanoic acid), Cl.FC1(CNC1)F (3,3-difluoroazetidine hydrochloride). The product is FC1(CN(C1)C(=O)C(CC)(CC)NC(=O)C1=NC(=C(C=C1)C1CC1)OCC1CC1)F (5-Cyclopropyl-6-cyclopropylmethoxy-pyridine-2-carboxylic acid [1-(3,3-difluoro-azetidine-1-carbonyl)-1-ethyl-propyl]-amide). Reaction SMILES: [CH:1]1([C:4]2[CH:5]=[CH:6][C:7]([C:15]([NH:17][C:18]([CH2:24][CH3:25])([CH2:22][CH3:23])[C:19]([OH:21])=O)=[O:16])=[N:8][C:9]=2[O:10][CH2:11][CH:12]2[CH2:14][CH2:13]2)[CH2:3][CH2:2]1.Cl.[F:27][C:28]1([F:32])[CH2:31][NH:30][CH2:29]1>>[F:27][C:28]1([F:32])[CH2:31][N:30]([C:19]([C:18]([NH:17][C:15]([C:7]2[CH:6]=[CH:5][C:4]([CH:1]3[CH2:3][CH2:2]3)=[C:9]([O:10][CH2:11][CH:12]3[CH2:14][CH2:13]3)[N:8]=2)=[O:16])([CH2:24][CH3:25])[CH2:22][CH3:23])=[O:21])[CH2:29]1 |f:1.2|. Procedure details: The title compound was synthesized in analogy to Example 1, using 2-(5-cyclopropyl-6-(cyclopropylmethoxy)picolinamido)-2-ethylbutanoic acid (Example 274 a) and 3,3-difluoroazetidine hydrochloride (CAN 288315-03-7) as starting materials. MS (EI): m/e=422.0 [M+H]+. The reactants are C(CCC)[Li] (butyl-lithium), C1(=CC=CC=C1)S(=O)(=O)Cl (benzenesulphonyl chloride), C(C)OC1CCC(N1)=O (5-ethoxypyrrolidin-2-one). The solvent is CCCCCC (hexane), O1CCCC1 (tetrahydrofuran), O1CCCC1 (tetrahydrofuran). Run at temperature -10 celsius, time 45 minute. Product: C1(=CC=CC=C1)S(=O)(=O)N1C(CCC1OCC)=O (1-benzenesulphonyl-2-oxo-5-ethoxypyrrolidine). Yield: 29.9%. As a reaction SMILES: [CH2:1]([O:3][CH:4]1[NH:8][C:7](=[O:9])[CH2:6][CH2:5]1)[CH3:2].C([Li])CCC.[C:15]1([S:21](Cl)(=[O:23])=[O:22])[CH:20]=[CH:19][CH:18]=[CH:17][CH:16]=1>O1CCCC1.CCCCCC>[C:15]1([S:21]([N:8]2[CH:4]([O:3][CH2:1][CH3:2])[CH2:5][CH2:6][C:7]2=[O:9])(=[O:23])=[O:22])[CH:20]=[CH:19][CH:18]=[CH:17][CH:16]=1. Procedure details: To 4.5 g of 5-ethoxypyrrolidin-2-one dissolved in 140 cm3 of anhydrous tetrahydrofuran, 21.8 cm3 of butyl-lithium in hexane (1.6M) is added drop by drop under an inert atmosphere, while cooling to about -10° C. After 45 minutes, 6.15 g of benzenesulphonyl chloride in tetrahydrofuran is added, and the whole is kept at -10° C. under agitation for 2 hours. It is then returned to ambient temperature, and the residue, after concentrating under reduced pressure, is taken up in 100° ethanol. By cooling... Reactants: O=S(=O)(Cl)c1ccc(Cl)c(Cl)c1, Nc1ccc2[nH]ncc2c1, c1ccncc1. The product is O=S(=O)(Nc1ccc2[nH]ncc2c1)c1ccc(Cl)c(Cl)c1. As a reaction SMILES: [Cl:11][c:12]1[cH:13][c:14]([S:19](=[O:20])(=[O:21])[Cl:22])[cH:15][cH:16][c:17]1[Cl:18].[NH2:1][c:2]1[cH:3][c:4]2[cH:5][n:6][nH:7][c:8]2[cH:9][cH:10]1.[cH:23]1[cH:24][cH:25][n:26][cH:27][cH:28]1>>[NH:1]([c:2]1[cH:3][c:4]2[cH:5][n:6][nH:7][c:8]2[cH:9][cH:10]1)[S:19]([c:14]1[cH:13][c:12]([Cl:11])[c:17]([Cl:18])[cH:16][cH:15]1)(=[O:20])=[O:21]. The reactants are filtrate, ClC1=NC(=CC(=N1)OC(Cl)Cl)C(Cl)(Cl)Cl (2-chloro-4-dichloromethoxy-6-trichloromethylpyrimidine), ClC1=NC(=CC(=N1)Cl)C(Cl)(Cl)Cl (2,4-dichloro-6-trichloromethylpyrimidine). Product: ClC1=NC(=CC(=N1)OC(Cl)(Cl)Cl)C(Cl)(Cl)Cl (2-Chloro-4-trichloromethoxy-6-trichloromethylpyrimidine). Isolated yield 83.0%. As a reaction SMILES: [Cl:1][C:2]1[N:7]=[C:6]([O:8][CH:9]([Cl:11])[Cl:10])[CH:5]=[C:4]([C:12]([Cl:15])([Cl:14])[Cl:13])[N:3]=1.[Cl:16]C1N=C(Cl)C=C(C(Cl)(Cl)Cl)N=1>>[Cl:1][C:2]1[N:7]=[C:6]([O:8][C:9]([Cl:16])([Cl:10])[Cl:11])[CH:5]=[C:4]([C:12]([Cl:15])([Cl:13])[Cl:14])[N:3]=1. Procedure details: According to the gas chromatogram, the filtrate (113.8 g) consisted of 83% of the title compound, 4% of 2-chloro-4-dichloromethoxy-6-trichloromethylpyrimidine and 9% of 2,4-dichloro-6-trichloromethylpyrimidine. The total yield of the title compound was 87.6% of theory. Starting materials: [Br-], C=Cc1ccccc1Br, CC(C)C[Mg+], CCOCC. Product: C=Cc1ccccc1CC(C)C. Reaction SMILES: [Br-:10].[Br:1][c:2]1[c:3]([CH:4]=[CH2:5])[cH:6][cH:7][cH:8][cH:9]1.[CH2:11]([CH:12]([CH3:13])[CH3:14])[Mg+:15].[CH3:16][CH2:17][O:18][CH2:19][CH3:20]>>[c:2]1([CH2:11][CH:12]([CH3:13])[CH3:14])[c:3]([CH:4]=[CH2:5])[cH:6][cH:7][cH:8][cH:9]1. Starting materials: OC(CCCC1CC2(CC1)CC(CCC2)=O)(C)C (2-(4-hydroxy-4-methylpentyl)-spiro[4.5]decan-7-one), C[Si](N1C=NC=C1)(C)C (1-(trimethylsilyl)-imidazole). Solvent: C1CCOC1 (THF). Reaction conditions: time 4 hour. Product: CC(CCCC1CC2(CC1)CC(CCC2)=O)(C)O[Si](C)(C)C (2-(4-methyl-4-trimethylsilanyloxy-pentyl)-spiro[4.5]decan-7-one). RXN SMILES: [OH:1][C:2]([CH3:18])([CH3:17])[CH2:3][CH2:4][CH2:5][CH:6]1[CH2:10][CH2:9][C:8]2([CH2:15][CH2:14][CH2:13][C:12](=[O:16])[CH2:11]2)[CH2:7]1.[CH3:19][Si:20]([CH3:27])([CH3:26])N1C=CN=C1>C1COCC1>[CH3:17][C:2]([O:1][Si:20]([CH3:27])([CH3:26])[CH3:19])([CH3:18])[CH2:3][CH2:4][CH2:5][CH:6]1[CH2:10][CH2:9][C:8]2([CH2:15][CH2:14][CH2:13][C:12](=[O:16])[CH2:11]2)[CH2:7]1. Reported procedure: To a solution of a 2-(4-hydroxy-4-methylpentyl)-spiro[4.5]decan-7-one (19a) (50 mg, 0.198 mmol) in dry THF (1 mL) was added 1-(trimethylsilyl)-imidazole (0.146 mL, 0.99 mmol). The reaction mixture was stirred at room temperature for 4 hours and the solvent was then removed in vacuo. The resulting residue was purified over silica (petroleum ether/EtOAc, 95:5) to afford the desired product which was used directly for the next reaction step.